From a dataset of the Open Reaction Database (ORD), a public repository of structured organic reaction records. describe an organic reaction: reactants, conditions, products, and yield The reactants are CS(N)(=O)=O, Cc1ccc([N+](=O)[O-])cc1C(=O)O, CCN=C=NCCCN(C)C, CN(C)c1ccncc1, ClCCl, Cl. The product is Cc1ccc([N+](=O)[O-])cc1C(=O)NS(C)(=O)=O. Reaction SMILES: [CH3:14][S:15](=[O:16])(=[O:17])[NH2:18].[CH3:1][c:2]1[c:3]([C:4](=[O:5])[OH:6])[cH:7][c:8]([N+:11](=[O:12])[O-:13])[cH:9][cH:10]1.[CH3:20][N:21]([CH3:22])[CH2:23][CH2:24][CH2:25][N:26]=[C:27]=[N:28][CH2:29][CH3:30].[CH3:31][N:32]([CH3:33])[c:34]1[cH:35][cH:36][n:37][cH:38][cH:39]1.[Cl:40][CH2:41][Cl:42].[ClH:19]>>[CH3:1][c:2]1[c:3]([C:4](=[O:5])[NH:18][S:15]([CH3:14])(=[O:16])=[O:17])[cH:7][c:8]([N+:11](=[O:12])[O-:13])[cH:9][cH:10]1. Reactants: C(C)(=O)NC=1C=C(C=CC1O)C(C)=O (1-[3-acetylamino-4-hydroxyphenyl]ethanone), K2CO2, ClCCCBr (3-chloro-1-bromopropane). The solvent is CC(=O)C (acetone). The product is C(C)(=O)NC=1C=C(C=CC1OCCCCl)C(C)=O (1-[3-acetylamino-4-(3-chloropropoxy)phenyl]ethanone). Isolated yield 78.8%. RXN SMILES: [C:1]([NH:4][C:5]1[CH:6]=[C:7]([C:12](=[O:14])[CH3:13])[CH:8]=[CH:9][C:10]=1[OH:11])(=[O:3])[CH3:2].[Cl:15][CH2:16][CH2:17][CH2:18]Br>CC(C)=O>[C:1]([NH:4][C:5]1[CH:6]=[C:7]([C:12](=[O:14])[CH3:13])[CH:8]=[CH:9][C:10]=1[O:11][CH2:18][CH2:17][CH2:16][Cl:15])(=[O:3])[CH3:2]. Procedure details: A stirred mixture of 1-[3-acetylamino-4-hydroxyphenyl]ethanone (7.7 g, 40 mmol), K2CO2 (5.7 g), 3-chloro-1-bromopropane (8.9 g, 56 mmol) and acetone (100 ml) was refluxed for 16 hours. The reaction was allowed to cool to ambient temperature and filtered. Concentration of the filtrate yielded 8.5 g of a white solid. The solid was recrystallized from toluene and then from ethanol to afford 6.5 g of an off-white solid. A 3.3 g sample of this material was flash chromatographed on silica gel with eth... The reactants are CN1Cc2ccccc2C2(Cc3ccccc3O2)C1, ClCCl, O=C(Cl)Oc1ccccc1. Yields the product O=C(Oc1ccccc1)N1Cc2ccccc2C2(Cc3ccccc3O2)C1. Reaction SMILES: [CH3:1][N:2]1[CH2:3][c:4]2[cH:5][cH:6][cH:7][cH:8][c:9]2[C:10]2([O:11][c:12]3[c:13]([cH:15][cH:16][cH:17][cH:18]3)[CH2:14]2)[CH2:19]1.[Cl:30][CH2:31][Cl:32].[c:20]1([O:26][C:27](=[O:28])[Cl:29])[cH:21][cH:22][cH:23][cH:24][cH:25]1>>[N:2]1([C:27]([O:26][c:20]2[cH:21][cH:22][cH:23][cH:24][cH:25]2)=[O:28])[CH2:3][c:4]2[cH:5][cH:6][cH:7][cH:8][c:9]2[C:10]2([O:11][c:12]3[c:13]([cH:15][cH:16][cH:17][cH:18]3)[CH2:14]2)[CH2:19]1. The reactants are Cl.C1(CC1)COC1=C(C=C(C=C1)OC)C1=C2C(=NC=C1)C(=C(N2)C)C(=O)NC2CCNCC2 (7-[2-(cyclopropylmethoxy)-5-methoxyphenyl]-2-methyl-N-(piperidin-4-yl)-1H-pyrrolo[3,2-b]pyridine-3-carboxamide hydrochloride), C(C)(=O)Cl (acetyl chloride). Product: C(C)(=O)N1CCC(CC1)NC(=O)C1=C(NC=2C1=NC=CC2C2=C(C=CC(=C2)OC)OCC2CC2)C (N-(1-Acetylpiperidin-4-yl)-7-[2-(cyclopropylmethoxy)-5-methoxyphenyl]-2-methyl-1H-pyrrolo[3,2-b]pyridine-3-carboxamide). Reaction SMILES: Cl.[CH:2]1([CH2:5][O:6][C:7]2[CH:12]=[CH:11][C:10]([O:13][CH3:14])=[CH:9][C:8]=2[C:15]2[CH:20]=[CH:19][N:18]=[C:17]3[C:21]([C:25]([NH:27][CH:28]4[CH2:33][CH2:32][NH:31][CH2:30][CH2:29]4)=[O:26])=[C:22]([CH3:24])[NH:23][C:16]=23)[CH2:4][CH2:3]1.[C:34](Cl)(=[O:36])[CH3:35]>>[C:34]([N:31]1[CH2:30][CH2:29][CH:28]([NH:27][C:25]([C:21]2[C:17]3=[N:18][CH:19]=[CH:20][C:15]([C:8]4[CH:9]=[C:10]([O:13][CH3:14])[CH:11]=[CH:12][C:7]=4[O:6][CH2:5][CH:2]4[CH2:4][CH2:3]4)=[C:16]3[NH:23][C:22]=2[CH3:24])=[O:26])[CH2:33][CH2:32]1)(=[O:36])[CH3:35] |f:0.1|. Reported procedure: Starting from 7-[2-(cyclopropylmethoxy)-5-methoxyphenyl]-2-methyl-N-(piperidin-4-yl)-1H-pyrrolo[3,2-b]pyridine-3-carboxamide hydrochloride (example D.f14) and commercially available acetyl chloride the title compound is obtained as colorless solid. Starting materials: NC1=C(C(=O)OCCCCCC)C=C(C=C1C)C#N (hexyl 2-amino-5-cyano-3-methylbenzoate), CN (methylamine), C[O-].[Na+] (sodium methoxide). Product: NC1=C(C(=O)NC)C=C(C=C1C)C#N (2-Amino-5-cyano-N,3-dimethylbenzamide). Yield: 81.1%. As a reaction SMILES: [NH2:1][C:2]1[C:16]([CH3:17])=[CH:15][C:14]([C:18]#[N:19])=[CH:13][C:3]=1[C:4]([O:6]CCCCCC)=O.[CH3:20][NH2:21].C[O-].[Na+]>>[NH2:1][C:2]1[C:16]([CH3:17])=[CH:15][C:14]([C:18]#[N:19])=[CH:13][C:3]=1[C:4]([NH:21][CH3:20])=[O:6] |f:2.3|. Reported procedure: The above-described method (Example 3) was repeated to stir hexyl 2-amino-5-cyano-3-methylbenzoate (1.40 g, 4.89 mmol) with methylamine (10.8 g, 139 mmol, 40% in methanol) and sodium methoxide (441 mg, 0.12 mmol, 30% in methanol) at room temperature for 18 hours. The entire reaction batch was vacuum distilled and stirred with diisopropyl ether. 2-Amino-5-cyano-N,3-dimethylbenzamide (0.75 g, 75.8% of theory, 93.6 area % LC) was obtained as a brown solid. As a reaction SMILES: [Br:1][c:2]1[cH:3][c:4](-[c:8]2[n:9][c:10]([C:22]([F:23])([F:24])[F:25])[cH:11][c:12](-[c:14]3[c:15]([Cl:21])[cH:16][c:17]([Cl:20])[cH:18][cH:19]3)[n:13]2)[cH:5][cH:6][cH:7]1.[C:26]([CH3:27])([CH3:28])([CH3:29])[NH:30][S:31](=[O:32])(=[O:33])[c:34]1[s:35][c:36]([B:39]2[O:40][C:41]([CH3:42])([CH3:43])[C:44]([CH3:45])([CH3:46])[O:47]2)[cH:37][cH:38]1>>[c:2]1(-[c:36]2[s:35][c:34]([S:31]([NH:30][C:26]([CH3:27])([CH3:28])[CH3:29])(=[O:32])=[O:33])[cH:38][cH:37]2)[cH:3][c:4](-[c:8]2[n:9][c:10]([C:22]([F:23])([F:24])[F:25])[cH:11][c:12](-[c:14]3[c:15]([Cl:21])[cH:16][c:17]([Cl:20])[cH:18][cH:19]3)[n:13]2)[cH:5][cH:6][cH:7]1. The product is CC(C)(C)NS(=O)(=O)c1ccc(-c2cccc(-c3nc(-c4ccc(Cl)cc4Cl)cc(C(F)(F)F)n3)c2)s1. Reactants: FC(F)(F)c1cc(-c2ccc(Cl)cc2Cl)nc(-c2cccc(Br)c2)n1, CC(C)(C)NS(=O)(=O)c1ccc(B2OC(C)(C)C(C)(C)O2)s1. Starting materials: NC1=NC(=C(C(=N1)C1=CC(=CC=C1)F)C#N)S(=O)C (2-amino-4-(3-fluoro-phenyl)-6-methanesulfinyl-pyrimidine-5-carbonitrile), N1=C(C=CC=C1)C(C)O ((2-pyridyl)ethanol), C1CCC2=NCCCN2CC1 (DBU). Run in COCCOC (DME). Product: NC1=NC(=C(C(=N1)C1=CC(=CC=C1)F)C#N)OCCC1=NC=CC=C1 (2-Amino-4-(3-fluoro-phenyl)-6-(2-pyridin-2-yl-ethoxy)-pyrimidine-5-carbonitrile). RXN SMILES: [NH2:1][C:2]1[N:7]=[C:6]([C:8]2[CH:13]=[CH:12][CH:11]=[C:10]([F:14])[CH:9]=2)[C:5]([C:15]#[N:16])=[C:4](S(C)=O)[N:3]=1.N1C=CC=CC=1C([OH:28])C.[CH2:29]1[CH2:39][CH2:38][N:37]2C(=N[CH2:34][CH2:35][CH2:36]2)C[CH2:30]1>COCCOC>[NH2:1][C:2]1[N:7]=[C:6]([C:8]2[CH:13]=[CH:12][CH:11]=[C:10]([F:14])[CH:9]=2)[C:5]([C:15]#[N:16])=[C:4]([O:28][CH2:34][CH2:35][C:36]2[CH:30]=[CH:29][CH:39]=[CH:38][N:37]=2)[N:3]=1. Procedure: From 2-amino-4-(3-fluoro-phenyl)-6-methanesulfinyl-pyrimidine-5-carbonitrile, (2-pyridyl)ethanol and DBU in DME. ES-MS m/e (%): 336 (M+H+, 100). Reactants: C(C1=CC=CC=C1)(=O)N=C=S (benzoyl isothiocyanate), N1(CCNCC1)C1=C(C=C(C=C1)C=1CCC(NN1)=O)[N+](=O)[O-] (6-[4-(1-piperazinyl)-3-nitro-phenyl]-4,5-dihydro-3(2H)-pyridazinone). Solvent: C(Cl)(Cl)Cl (chloroform), C(Cl)(Cl)Cl (chloroform). Run at temperature 30 celsius, time 2 hour. Yields the product C(C1=CC=CC=C1)(=O)NC(=S)N1CCN(CC1)C1=C(C=C(C=C1)C=1CCC(NN1)=O)[N+](=O)[O-] (6-[4-[4-(Benzoylamino-thiocarbonyl)piperazin-1-yl]-3-nitro-phenyl]-4,5-dihydro-3(2H)-pyridazinone). RXN SMILES: [C:1]([N:9]=[C:10]=[S:11])(=[O:8])[C:2]1[CH:7]=[CH:6][CH:5]=[CH:4][CH:3]=1.[N:12]1([C:18]2[CH:23]=[CH:22][C:21]([C:24]3[CH2:25][CH2:26][C:27](=[O:30])[NH:28][N:29]=3)=[CH:20][C:19]=2[N+:31]([O-:33])=[O:32])[CH2:17][CH2:16][NH:15][CH2:14][CH2:13]1>C(Cl)(Cl)Cl>[C:1]([NH:9][C:10]([N:15]1[CH2:16][CH2:17][N:12]([C:18]2[CH:23]=[CH:22][C:21]([C:24]3[CH2:25][CH2:26][C:27](=[O:30])[NH:28][N:29]=3)=[CH:20][C:19]=2[N+:31]([O-:33])=[O:32])[CH2:13][CH2:14]1)=[S:11])(=[O:8])[C:2]1[CH:7]=[CH:6][CH:5]=[CH:4][CH:3]=1. Procedure: A solution of 5.2 g (32 mmol) of benzoyl isothiocyanate in 20 ml of chloroform is added dropwise at room temperature to a suspension of 8.8 g (29 mmol) of 6-[4-(1-piperazinyl)-3-nitro-phenyl]-4,5-dihydro-3(2H)-pyridazinone in 300 ml of chloroform. The reaction mixture is stirred for 2 hours at 30° C. and cooled in an ice bath and the precipitated solid is separated by suction filtration. 12.5 g (93% of theoretical) of orange coloured crystals melting at 140°-141.5° C. remain after drying. Starting materials: solid, Cl.Cl.Cl.O1COC2=C1C=CC=C2N2CCN(CC2)CC[C@@H]2CC[C@H](CC2)N (Trans-4-[2-(4-Benzo[1,3]dioxol-4-yl-piperazin-1-yl)-ethyl]-cyclohexylamine trihydrochloride), Cl.Cl.Cl.O1COC2=C1C=CC=C2N2CCN(CC2)CC[C@@H]2CC[C@H](CC2)N (Trans-4-[2-(4-Benzo[1,3]dioxol-4-yl-piperazin-1-yl)-ethyl]-cyclohexylamine trihydrochloride), ClC1CC(C1)C(=O)O (3-chlorocyclobutanecarboxylic acid). The product is O1COC2=C1C=CC=C2N2CCN(CC2)CC[C@@H]2CC[C@H](CC2)NC(=O)C2CC(C2)Cl (3-Chloro-cyclobutanecarboxylic acid-trans-N-{4-[2-(4-benzo[1,3]dioxol-4-yl-piperazin-1-yl)-ethyl]-cyclohexyl}-amide). RXN SMILES: Cl.Cl.Cl.[O:4]1[C:8]2[CH:9]=[CH:10][CH:11]=[C:12]([N:13]3[CH2:18][CH2:17][N:16]([CH2:19][CH2:20][C@H:21]4[CH2:26][CH2:25][C@H:24]([NH2:27])[CH2:23][CH2:22]4)[CH2:15][CH2:14]3)[C:7]=2[O:6][CH2:5]1.[Cl:28][CH:29]1[CH2:32][CH:31]([C:33](O)=[O:34])[CH2:30]1>>[O:4]1[C:8]2[CH:9]=[CH:10][CH:11]=[C:12]([N:13]3[CH2:18][CH2:17][N:16]([CH2:19][CH2:20][C@H:21]4[CH2:26][CH2:25][C@H:24]([NH:27][C:33]([CH:31]5[CH2:32][CH:29]([Cl:28])[CH2:30]5)=[O:34])[CH2:23][CH2:22]4)[CH2:15][CH2:14]3)[C:7]=2[O:6][CH2:5]1 |f:0.1.2.3|. Reported procedure: The title compound, white solid (13 mg, 35.6%), MS (ISP) m/z=448.2 [(M+H)+], was prepared in accordance with the general method of example 1 from Trans-4-[2-(4-Benzo[1,3]dioxol-4-yl-piperazin-1-yl)-ethyl]-cyclohexylamine hydrochloride (Intermediate A) (30 mg, 81.5 mmol) and 3-chlorocyclobutanecarboxylic acid. The reactants are Clc1cc(Cl)nc(Cl)n1, CC(C)(C)CN, C1CCOC1. The product is CC(C)(C)CNc1nc(Cl)cc(Cl)n1. As a reaction SMILES: [Cl:1][c:2]1[n:3][c:4]([Cl:9])[cH:5][c:6]([Cl:8])[n:7]1.[NH2:10][CH2:11][C:12]([CH3:13])([CH3:14])[CH3:15].[O:16]1[CH2:17][CH2:18][CH2:19][CH2:20]1>>[c:2]1([NH:10][CH2:11][C:12]([CH3:13])([CH3:14])[CH3:15])[n:3][c:4]([Cl:9])[cH:5][c:6]([Cl:8])[n:7]1.